Dataset: the Open Reaction Database (ORD), a public repository of structured organic reaction records. Task: describe an organic reaction: reactants, conditions, products, and yield The reactants are COc1cc(C(C)=O)ccc1OS(=O)(=O)c1ccc(C)cc1, C#Cc1ccc(OC)c(OC)c1, ClCCl. The product is COc1cc(C(C)=O)ccc1C#Cc1ccc(OC)c(OC)c1. Reaction SMILES: [C:1]([CH3:2])(=[O:3])[c:4]1[cH:5][c:6]([O:21][CH3:22])[c:7]([O:10][S:11]([c:12]2[cH:13][cH:14][c:15]([CH3:16])[cH:17][cH:18]2)(=[O:19])=[O:20])[cH:8][cH:9]1.[C:23](#[CH:24])[c:25]1[cH:26][c:27]([O:33][CH3:34])[c:28]([O:31][CH3:32])[cH:29][cH:30]1.[Cl:35][CH2:36][Cl:37]>>[C:1]([CH3:2])(=[O:3])[c:4]1[cH:5][c:6]([O:21][CH3:22])[c:7]([C:24]#[C:23][c:25]2[cH:26][c:27]([O:33][CH3:34])[c:28]([O:31][CH3:32])[cH:29][cH:30]2)[cH:8][cH:9]1.